This data is from the Open Reaction Database (ORD), a public repository of structured organic reaction records. The task is: describe an organic reaction: reactants, conditions, products, and yield Reactants: CCO, O=C(O)c1ccc(C2CC2)c(OCC2CC2)n1, Cl, CNC(=O)C(N)c1ccccc1. The product is CNC(=O)C(NC(=O)c1ccc(C2CC2)c(OCC2CC2)n1)c1ccccc1. As a reaction SMILES: [CH3:31][CH2:32][OH:33].[CH:1]1([c:4]2[cH:5][cH:6][c:7]([C:15](=[O:16])[OH:17])[n:8][c:9]2[O:10][CH2:11][CH:12]2[CH2:13][CH2:14]2)[CH2:2][CH2:3]1.[ClH:18].[NH2:19][CH:20]([C:21](=[O:22])[NH:23][CH3:24])[c:25]1[cH:26][cH:27][cH:28][cH:29][cH:30]1>>[CH:1]1([c:4]2[cH:5][cH:6][c:7]([C:15](=[O:17])[NH:19][CH:20]([C:21](=[O:22])[NH:23][CH3:24])[c:25]3[cH:26][cH:27][cH:28][cH:29][cH:30]3)[n:8][c:9]2[O:10][CH2:11][CH:12]2[CH2:13][CH2:14]2)[CH2:2][CH2:3]1.